From a dataset of the Open Reaction Database (ORD), a public repository of structured organic reaction records. describe an organic reaction: reactants, conditions, products, and yield The reactants are C1(CC1)NC(C1=CC(=C(C(=C1)C=1C=C2C=NNC2=CC1)C)F)=O (N-Cyclopropyl-3-fluoro-5-(1H-indazol-5-yl)-4-methylbenzamide), [H-].[Na+] (sodium hydride), BrCC(=O)OC (methyl bromoacetate), O (Water). Run in CN(C)C=O (DMF), CN(C)C=O (DMF). Reaction conditions: time 20 minute. Yields the product C1(CC1)NC(=O)C=1C=C(C(=C(C1)C=1C=C2C=NN(C2=CC1)CC(=O)OC)C)F (Methyl (5-{5-[(cyclopropylamino)carbonyl]-3-fluoro-2-methylphenyl}-1H-indazol-1-yl)acetate). As a reaction SMILES: [CH:1]1([NH:4][C:5](=[O:23])[C:6]2[CH:11]=[C:10]([C:12]3[CH:13]=[C:14]4[C:18](=[CH:19][CH:20]=3)[NH:17][N:16]=[CH:15]4)[C:9]([CH3:21])=[C:8]([F:22])[CH:7]=2)[CH2:3][CH2:2]1.[H-].[Na+].Br[CH2:27][C:28]([O:30][CH3:31])=[O:29].O>CN(C=O)C>[CH:1]1([NH:4][C:5]([C:6]2[CH:7]=[C:8]([F:22])[C:9]([CH3:21])=[C:10]([C:12]3[CH:13]=[C:14]4[C:18](=[CH:19][CH:20]=3)[N:17]([CH2:27][C:28]([O:30][CH3:31])=[O:29])[N:16]=[CH:15]4)[CH:11]=2)=[O:23])[CH2:2][CH2:3]1 |f:1.2|. Procedure details: A solution of N-cyclopropyl-3-fluoro-5-(1H-indazol-5-yl)-4-methylbenzamide (example 60) (0.35 g) in dry DMF (5 ml) was treated with sodium hydride (60% oil dispersion, 0.08 g) at room temp under nitrogen then stirred for 20 min. A solution of methyl bromoacetate (0.2 ml) in dry DMF (0.5 ml) was added and stirring was continued for 1 h. Water (30 ml) was added and the mixture was extracted with ethyl acetate (×2). The organic extracts were washed with water (×3) and brine, dried (Na2SO4) and conc... The reactants are CS(C)=O, CCN(C(C)C)C(C)C, O, O=C(Nc1cccnc1)OCC(Cl)(Cl)Cl, c1cc(-c2ccsc2)cc(N2CCNCC2)c1. Yields the product O=C(Nc1cccnc1)N1CCN(c2cccc(-c3ccsc3)c2)CC1. As a reaction SMILES: [CH3:43][S:44]([CH3:45])=[O:46].[CH:33]([N:34]([CH:35]([CH3:36])[CH3:37])[CH2:38][CH3:39])([CH3:40])[CH3:41].[OH2:42].[n:1]1[cH:2][c:3]([NH:7][C:8]([O:9][CH2:10][C:11]([Cl:12])([Cl:13])[Cl:14])=[O:15])[cH:4][cH:5][cH:6]1.[s:16]1[cH:17][c:18](-[c:21]2[cH:22][c:23]([N:27]3[CH2:28][CH2:29][NH:30][CH2:31][CH2:32]3)[cH:24][cH:25][cH:26]2)[cH:19][cH:20]1>>[n:1]1[cH:2][c:3]([NH:7][C:8](=[O:15])[N:30]2[CH2:29][CH2:28][N:27]([c:23]3[cH:22][c:21](-[c:18]4[cH:17][s:16][cH:20][cH:19]4)[cH:26][cH:25][cH:24]3)[CH2:32][CH2:31]2)[cH:4][cH:5][cH:6]1. Starting materials: ClCCl, Cc1cccc2snc(NCCCN)c12, CCN(C(C)C)C(C)C, O=S(=O)(Cl)c1cccc(C(F)(F)F)c1. Yields the product Cc1cccc2snc(NCCCNS(=O)(=O)c3cccc(C(F)(F)F)c3)c12. As a reaction SMILES: [CH2:39]([Cl:40])[Cl:41].[CH3:1][c:2]1[cH:3][cH:4][cH:5][c:6]2[c:7]1[c:8]([NH:11][CH2:12][CH2:13][CH2:14][NH2:15])[n:9][s:10]2.[CH:16]([N:17]([CH:18]([CH3:19])[CH3:20])[CH2:21][CH3:22])([CH3:23])[CH3:24].[F:25][C:26]([c:27]1[cH:28][c:29]([S:33](=[O:34])(=[O:35])[Cl:36])[cH:30][cH:31][cH:32]1)([F:37])[F:38]>>[CH3:1][c:2]1[cH:3][cH:4][cH:5][c:6]2[c:7]1[c:8]([NH:11][CH2:12][CH2:13][CH2:14][NH:15][S:33]([c:29]1[cH:28][c:27]([C:26]([F:25])([F:37])[F:38])[cH:32][cH:31][cH:30]1)(=[O:34])=[O:35])[n:9][s:10]2. The reactants are OC1=CC=C(C=C1)S(=O)(=O)N1[C@H](C(SCC1)(C)C)C(=O)OC(C)(C)C (tert-butyl (3S)-4-[(4-hydroxyphenyl)sulfonyl]-2,2-dimethyl-3-thiomorpholinecarboxylate), C(C#CCO)O (2-butyne-1,4-diol). The product is OCC#CCOC1=CC=C(C=C1)S(=O)(=O)N1[C@H](C(SCC1)(C)C)C(=O)OC(C)(C)C (tert-butyl (3 S)-4-({4-[(4-hydroxy-2-butynyl)oxy]phenyl)sulfonyl)-2,2-dimethyl-3-thiomorpholine carboxylate). The yield is 48.2%. Reaction SMILES: [OH:1][C:2]1[CH:7]=[CH:6][C:5]([S:8]([N:11]2[CH2:16][CH2:15][S:14][C:13]([CH3:18])([CH3:17])[C@@H:12]2[C:19]([O:21][C:22]([CH3:25])([CH3:24])[CH3:23])=[O:20])(=[O:10])=[O:9])=[CH:4][CH:3]=1.[CH2:26](O)[C:27]#[C:28][CH2:29][OH:30]>>[OH:30][CH2:29][C:28]#[C:27][CH2:26][O:1][C:2]1[CH:7]=[CH:6][C:5]([S:8]([N:11]2[CH2:16][CH2:15][S:14][C:13]([CH3:17])([CH3:18])[C@@H:12]2[C:19]([O:21][C:22]([CH3:25])([CH3:24])[CH3:23])=[O:20])(=[O:9])=[O:10])=[CH:4][CH:3]=1. Procedure details: According to the procedure of Step 2 of Example 248, Mitsunobu coupling of 2.5 g (6.46 mmol) of tert-butyl (3S)-4-[(4-hydroxyphenyl)sulfonyl]-2,2-dimethyl-3-thiomorpholinecarboxylate and 0.667 g (7.752 mmol) of 2-butyne-1,4-diol gave 1.42 g of tert-butyl (3 S)-4-({4-[(4-hydroxy-2-butynyl)oxy]phenyl)sulfonyl)-2,2-dimethyl-3-thiomorpholine carboxylate as a colorless oil.